From a dataset of the Open Reaction Database (ORD), a public repository of structured organic reaction records. describe an organic reaction: reactants, conditions, products, and yield Starting materials: COc1ccccc1COCCCOc1ccc(C2C(OCc3cc(OC)c4ccccc4c3)CN(C(=O)OC(C)(C)C)CC2OCC2CO2)cc1, CN, CCO. Product: CNCC(O)COC1CN(C(=O)OC(C)(C)C)CC(OCc2cc(OC)c3ccccc3c2)C1c1ccc(OCCCOCc2ccccc2OC)cc1. As a reaction SMILES: [C:1]([CH3:2])([CH3:3])([CH3:4])[O:5][C:6](=[O:7])[N:8]1[CH2:9][CH:10]([O:39][CH2:40][c:41]2[cH:42][c:43]3[cH:44][cH:45][cH:46][cH:47][c:48]3[c:49]([O:51][CH3:52])[cH:50]2)[CH:11]([c:19]2[cH:20][cH:21][c:22]([O:25][CH2:26][CH2:27][CH2:28][O:29][CH2:30][c:31]3[c:32]([O:37][CH3:38])[cH:33][cH:34][cH:35][cH:36]3)[cH:23][cH:24]2)[CH:12]([O:14][CH2:15][CH:16]2[O:17][CH2:18]2)[CH2:13]1.[CH3:53][NH2:54].[CH3:55][CH2:56][OH:57]>>[C:1]([CH3:2])([CH3:3])([CH3:4])[O:5][C:6](=[O:7])[N:8]1[CH2:9][CH:10]([O:39][CH2:40][c:41]2[cH:42][c:43]3[cH:44][cH:45][cH:46][cH:47][c:48]3[c:49]([O:51][CH3:52])[cH:50]2)[CH:11]([c:19]2[cH:20][cH:21][c:22]([O:25][CH2:26][CH2:27][CH2:28][O:29][CH2:30][c:31]3[c:32]([O:37][CH3:38])[cH:33][cH:34][cH:35][cH:36]3)[cH:23][cH:24]2)[CH:12]([O:14][CH2:15][CH:16]([OH:17])[CH2:18][NH:54][CH3:53])[CH2:13]1. Starting materials: ClC1=C(C=CC=C1)C1C(=C(NC(=C1C(=O)OC)C)C)S(=O)(=O)C1=CC=C(C=C1)O (4-(2-chlorophenyl)-3-(4-hydroxyphenyl)sulfonyl-5-methoxycarbonyl-2,6-dimethyl-1,4-dihydropyridine), C([O-])([O-])=O.[K+].[K+] (potassium carbonate), CI (methyl iodide), CN(C=O)C (N,N-dimethylformamide). The solvent is O (water). Reaction conditions: time 24 hour. Yields the product ClC1=C(C=CC=C1)C1C(=C(NC(=C1C(=O)OC)C)C)S(=O)(=O)C1=CC=C(C=C1)OC (4-(2-chlorophenyl)-3-(4-methoxyphenyl)sulfonyl-5-methoxycarbonyl-2,6-dimethyl-1,4-dihydropyridine). RXN SMILES: [Cl:1][C:2]1[CH:7]=[CH:6][CH:5]=[CH:4][C:3]=1[CH:8]1[C:13]([C:14]([O:16][CH3:17])=[O:15])=[C:12]([CH3:18])[NH:11][C:10]([CH3:19])=[C:9]1[S:20]([C:23]1[CH:28]=[CH:27][C:26]([OH:29])=[CH:25][CH:24]=1)(=[O:22])=[O:21].[C:30](=O)([O-])[O-].[K+].[K+].CI.CN(C)C=O>O>[Cl:1][C:2]1[CH:7]=[CH:6][CH:5]=[CH:4][C:3]=1[CH:8]1[C:13]([C:14]([O:16][CH3:17])=[O:15])=[C:12]([CH3:18])[NH:11][C:10]([CH3:19])=[C:9]1[S:20]([C:23]1[CH:24]=[CH:25][C:26]([O:29][CH3:30])=[CH:27][CH:28]=1)(=[O:22])=[O:21] |f:1.2.3|. Procedure: A mixture of 4-(2-chlorophenyl)-3-(4-hydroxyphenyl)sulfonyl-5-methoxycarbonyl-2,6-dimethyl-1,4-dihydropyridine (4.33 g), potassium carbonate (2.76 g), methyl iodide (5.68 g), and N,N-dimethylformamide (DMF) (25 ml) was stirred at room temperature for 24 hours. The reaction mixture was diluted with water (250 ml) and extracted with ethyl acetate. The extract was dried over magnesium sulfate, filtered, and evaporated to dryness. The residue was crystallized from ether to give 4-(2-chlorophenyl)-3-... Starting materials: C1(=CC=C(C=C1)S(=O)(=O)[O-])C.[NH+]1=CC=CC=C1 (Pyridinium para-toluene sulfonate), C(C)(C)(C)C=1C=C(N(N1)C1=CC(=CC=C1)OCCOC1OCCCC1)NC(=O)N[C@H]1CC[C@H](C2=CC=CC=C12)OC=1C=CC=2N(C1)C(=NN2)C(C)C (1-(5-tert-Butyl-2-{3-[2-(tetrahydro-pyran-2-yloxy)-ethoxy]-phenyl}-2H-pyrazol-3-yl)-3-[(1S,4R)-4-(3-isopropyl-[1,2,4]triazolo[4,3-a]pyridin-6-yloxy)-1,2,3,4-tetrahydro-naphthalen-1-yl]-urea), C1(=CC=C(C=C1)S(=O)(=O)[O-])C.[NH+]1=CC=CC=C1 (pyridinium para-toluene sulfonate). Run in CO (MeOH). Run at temperature 55 celsius, time 2 hour. The product is C(C)(C)(C)C=1C=C(N(N1)C1=CC(=CC=C1)OCCO)NC(=O)N[C@H]1CC[C@H](C2=CC=CC=C12)OC=1C=CC=2N(C1)C(=NN2)C(C)C (1-{5-tert-Butyl-2-[3-(2-hydroxy-ethoxy)-phenyl]-2H-pyrazol-3-yl}-3-[(1S,4R)-4-(3-isopropyl-[1,2,4]triazolo[4,3-a]pyridin-6-yloxy)-1,2,3,4-tetrahydro-naphthalen-1-yl]-urea). Isolated yield 47.1%. As a reaction SMILES: C1(C)C=CC(S([O-])(=O)=O)=CC=1.[NH+]1C=CC=CC=1.[C:18]([C:22]1[CH:23]=[C:24]([NH:43][C:44]([NH:46][C@@H:47]2[C:56]3[C:51](=[CH:52][CH:53]=[CH:54][CH:55]=3)[C@H:50]([O:57][C:58]3[CH:59]=[CH:60][C:61]4[N:62]([C:64]([CH:67]([CH3:69])[CH3:68])=[N:65][N:66]=4)[CH:63]=3)[CH2:49][CH2:48]2)=[O:45])[N:25]([C:27]2[CH:32]=[CH:31][CH:30]=[C:29]([O:33][CH2:34][CH2:35][O:36]C3CCCCO3)[CH:28]=2)[N:26]=1)([CH3:21])([CH3:20])[CH3:19]>CO>[C:18]([C:22]1[CH:23]=[C:24]([NH:43][C:44]([NH:46][C@@H:47]2[C:56]3[C:51](=[CH:52][CH:53]=[CH:54][CH:55]=3)[C@H:50]([O:57][C:58]3[CH:59]=[CH:60][C:61]4[N:62]([C:64]([CH:67]([CH3:69])[CH3:68])=[N:65][N:66]=4)[CH:63]=3)[CH2:49][CH2:48]2)=[O:45])[N:25]([C:27]2[CH:32]=[CH:31][CH:30]=[C:29]([O:33][CH2:34][CH2:35][OH:36])[CH:28]=2)[N:26]=1)([CH3:21])([CH3:20])[CH3:19] |f:0.1|. Procedure details: Pyridinium para-toluene sulfonate (44.0 mg, 0.17 mmol) was added to Intermediate 4c (124 mg, 0.17 mmol) in MeOH (3.0 mL). After 2 h, further pyridinium para-toluene sulfonate (100 mg, 0.39 mmol) was added, and the reaction stirred for 12 h. The reaction was then heated to 55° C. for 2 h, then cooled, and the solvent volume reduced to approximately ⅓ of its volume in vacuo. The residue was partitioned between EtOAc (50 mL) and saturated NaHCO3 (50 mL). The aqueous layer was extracted into EtOAc (... Starting materials: ClC1=C(C=C(C=C1)OC)[N+](=O)[O-] (4-chloro-3-nitroanisole), C(=O)(OC(C)(C)C)NC1CNCCC1 (3-(N-Boc-amino) piperidine), TEA. The product is COC1=CC(=C(C=C1)N1CC(CCC1)NC(OC(C)(C)C)=O)[N+](=O)[O-] (tert-butyl 1-(4-methoxy-2-nitrophenyl)piperidin-3-ylcarbamate). Yield: 50.0%. Reaction SMILES: Cl[C:2]1[CH:7]=[CH:6][C:5]([O:8][CH3:9])=[CH:4][C:3]=1[N+:10]([O-:12])=[O:11].[C:13]([NH:20][CH:21]1[CH2:26][CH2:25][CH2:24][NH:23][CH2:22]1)([O:15][C:16]([CH3:19])([CH3:18])[CH3:17])=[O:14]>>[CH3:9][O:8][C:5]1[CH:6]=[CH:7][C:2]([N:23]2[CH2:24][CH2:25][CH2:26][CH:21]([NH:20][C:13](=[O:14])[O:15][C:16]([CH3:18])([CH3:17])[CH3:19])[CH2:22]2)=[C:3]([N+:10]([O-:12])=[O:11])[CH:4]=1. Procedure: Method 1 was followed using 4-chloro-3-nitroanisole (1.0 eq), 3-(N-Boc-amino) piperidine (1.2 eq), and TEA (2.0 eq) at 60° C. for 72 hours yielding tert-butyl 1-(4-methoxy-2-nitrophenyl)piperidin-3-ylcarbamate (50%). LCMS (m/z): 352.1 (MH+); LC Rt=3.27 min. Reactants: O=CC1=Cc2cc(Br)ccc2OC1, Cc1ccccc1, [Na+], [Na+], O=C([O-])[O-], OB(O)c1ccccc1, c1ccc(P(c2ccccc2)(c2ccccc2)[Pd](P(c2ccccc2)(c2ccccc2)c2ccccc2)(P(c2ccccc2)(c2ccccc2)c2ccccc2)P(c2ccccc2)(c2ccccc2)c2ccccc2)cc1. The product is O=CC1=Cc2cc(-c3ccccc3)ccc2OC1. Reaction SMILES: [Br:1][c:2]1[cH:3][cH:4][c:5]2[c:6]([cH:13]1)[CH:7]=[C:8]([CH:11]=[O:12])[CH2:9][O:10]2.[CH3:29][c:30]1[cH:31][cH:32][cH:33][cH:34][cH:35]1.[Na+:23].[Na+:24].[O-:25][C:26](=[O:27])[O-:28].[OH:14][B:15]([OH:16])[c:17]1[cH:18][cH:19][cH:20][cH:21][cH:22]1.[cH:36]1[cH:37][cH:38][c:39]([P:40]([Pd:41]([P:42]([c:43]2[cH:44][cH:45][cH:46][cH:47][cH:48]2)([c:49]2[cH:50][cH:51][cH:52][cH:53][cH:54]2)[c:55]2[cH:56][cH:57][cH:58][cH:59][cH:60]2)([P:61]([c:62]2[cH:63][cH:64][cH:65][cH:66][cH:67]2)([c:68]2[cH:69][cH:70][cH:71][cH:72][cH:73]2)[c:74]2[cH:75][cH:76][cH:77][cH:78][cH:79]2)[P:80]([c:81]2[cH:82][cH:83][cH:84][cH:85][cH:86]2)([c:87]2[cH:88][cH:89][cH:90][cH:91][cH:92]2)[c:93]2[cH:94][cH:95][cH:96][cH:97][cH:98]2)([c:99]2[cH:100][cH:101][cH:102][cH:103][cH:104]2)[c:105]2[cH:106][cH:107][cH:108][cH:109][cH:110]2)[cH:111][cH:112]1>>[c:2]1(-[c:17]2[cH:18][cH:19][cH:20][cH:21][cH:22]2)[cH:3][cH:4][c:5]2[c:6]([cH:13]1)[CH:7]=[C:8]([CH:11]=[O:12])[CH2:9][O:10]2. Reactants: ClC1=NC(=CC2=C1C=CO2)C (4-chloro-6-methylfuro[3,2-c]pyridine). The reagents and catalysts are [Zn] (zinc). Run in C(C)(=O)O (acetic acid). Reaction conditions: temperature 110 celsius. The product is CC1=CC2=C(C=N1)C=CO2 (6-Methylfuro[3,2-c]pyridine). The yield is 91.9%. As a reaction SMILES: Cl[C:2]1[C:7]2[CH:8]=[CH:9][O:10][C:6]=2[CH:5]=[C:4]([CH3:11])[N:3]=1>C(O)(=O)C.[Zn]>[CH3:11][C:4]1[N:3]=[CH:2][C:7]2[CH:8]=[CH:9][O:10][C:6]=2[CH:5]=1. Reported procedure: To a solution of 4-chloro-6-methylfuro[3,2-c]pyridine (12.98 g, 0.0776 mol) in glacial acetic acid (160 ml) under a nitrogen atmosphere was added zinc powder (7.0 g, 0.107 mol.). This mixture was heated at 110° C. for 2.5 hours and then filtered hot to remove zinc. The acetic acid solution was evaporated and the residue dissolved in water and made strongly basic by addition of sodium hydroxide. The zinc salts were filtered and washed thoroughly with methylene chloride. The aqueous filtrate was e...